This data is from the Open Reaction Database (ORD), a public repository of structured organic reaction records. The task is: describe an organic reaction: reactants, conditions, products, and yield The reactants are COC1=C(C=C(C(=S)O)C=C1)C (4-Methoxy-3-methylthiobenzoic acid), C(=O)([O-])[O-].[Na+].[Na+] (Na2CO3), C(C)(=O)O (acetic acid), Br (HBr). Run in mixture, O (H2O). Product: OC1=C(C=C(C(=S)O)C=C1)C (4-Hydroxy-3-methylthiobenzoic acid). As a reaction SMILES: C[O:2][C:3]1[CH:11]=[CH:10][C:6]([C:7]([OH:9])=[S:8])=[CH:5][C:4]=1[CH3:12].C(O)(=O)C.Br.C([O-])([O-])=O.[Na+].[Na+]>O>[OH:2][C:3]1[CH:11]=[CH:10][C:6]([C:7]([OH:9])=[S:8])=[CH:5][C:4]=1[CH3:12] |f:3.4.5|. Procedure details: 4-Methoxy-3-methylthiobenzoic acid (0.5 g, 2.5 mmol) is suspended in 7 ml of a mixture of glacial acetic acid and 48% strength HBr (1+1). The reaction mixture is stirred under reflux for 6 h. The reaction mixture is cooled to RT and added to 20 ml of H2O. The aqueous solution is adjusted to pH=2 using 10% strength Na2CO3 solution and extracted 4× using 20 ml of diethyl ether each time. The organic extracts are combined, washed 2× with saturated NaCl solution, dried over Na2SO4 and concentrated: ... Starting materials: NOCCO (2-(aminooxy)ethanol), NOCCO (2-(aminooxy)ethanol), FC=1C(=C(C(=O)O)C=CC1F)NC1=CC=C(C=C1)C(=O)OC (3,4-difluoro-2-[[4-(methoxycarbonyl)-phenyl]amino]benzoic acid), C1=CN(C=N1)C(=O)N2C=CN=C2 (CDI). Solvent: C1CCOC1 (THF), C1CCOC1 (THF). Reaction conditions: time 2 hour. Product: FC1=C(C(=CC=C1F)C(=O)NOCCO)NC1=CC=C(C(=O)OC)C=C1 (methyl 4-[[2,3-difluoro-6-[[(2-hydroxyethoxy)amino]carbonyl]phenyl]amino]benzoate). Yield: 48.0%. RXN SMILES: [NH2:1][O:2][CH2:3][CH2:4][OH:5].[F:6][C:7]1[C:8]([NH:17][C:18]2[CH:23]=[CH:22][C:21]([C:24]([O:26][CH3:27])=[O:25])=[CH:20][CH:19]=2)=[C:9]([CH:13]=[CH:14][C:15]=1[F:16])[C:10](O)=[O:11].C1N=CN(C(N2C=NC=C2)=O)C=1>C1COCC1>[F:6][C:7]1[C:15]([F:16])=[CH:14][CH:13]=[C:9]([C:10]([NH:1][O:2][CH2:3][CH2:4][OH:5])=[O:11])[C:8]=1[NH:17][C:18]1[CH:23]=[CH:22][C:21]([C:24]([O:26][CH3:27])=[O:25])=[CH:20][CH:19]=1. Procedure: This material was then coupled directly with 2-(aminooxy)ethanol as follows: The crude 3,4-difluoro-2-[[4-(methoxycarbonyl)-phenyl]amino]benzoic acid was dissolved in dry THF (20 mL) to which was added CDI (1.63 g, 10.0 mmol). This reaction mixture was stirred at room temperature for 2 hours, then a solution of 2-(aminooxy)ethanol (1.55 g, 20.1 mmol) in dry THF (10 mL) was added and the reaction allowed to stir at room temperature overnight. The reaction solvent was removed under reduced pressur... Conditions: time 2.5 hour. Yields the product COC=1C=C2CCNC(C2=C(C1)OC)=S (6,8-Dimethoxy-3,4-dihydroisoquinoline-1(2H)-thione). Isolated yield 90.8%. RXN SMILES: [N:1]([CH2:4][CH2:5][C:6]1[CH:11]=[C:10]([O:12][CH3:13])[CH:9]=[C:8]([O:14][CH3:15])[CH:7]=1)=[C:2]=[S:3].[Cl-].[Cl-].[Cl-].[Al+3]>C(Cl)Cl>[CH3:15][O:14][C:8]1[CH:7]=[C:6]2[C:11](=[C:10]([O:12][CH3:13])[CH:9]=1)[C:2](=[S:3])[NH:1][CH2:4][CH2:5]2 |f:1.2.3.4|. Starting materials: N(=C=S)CCC1=CC(=CC(=C1)OC)OC (1-(2-Isothiocyanatoethyl)-3,5-dimethoxybenzene), [Cl-].[Cl-].[Cl-].[Al+3] (aluminum trichloride). Solvent: C(Cl)Cl (methylene chloride). Procedure: To a solution of 245 mg (1.10 mmol) of thioisocyanate 9 in 12 mL of methylene chloride was added 219 mg (1.65 mmol) of aluminum trichloride in one portion at 0° C. After stirring for 2.5 h at room temperature, the reaction mixture was quenched by dropwise addition of water. The layers were separated and the aqueous layer was extracted twice with 10-mL portions of methylene chloride. The combined organic layers were dried (Na2SO4) and concentrated in vacuo. The residue was chromatographed over si...